This data is from the Open Reaction Database (ORD), a public repository of structured organic reaction records. The task is: describe an organic reaction: reactants, conditions, products, and yield The reactants are CCOC(C)=O, CS(C)=O, N#Cc1ccc(F)c(Cl)c1, N#Cc1ccc(Oc2ccc3c(c2)B(O)OC3)c(F)c1, [K+], [K+], O=C([O-])[O-]. The product is N#Cc1ccc(Oc2ccc3c(c2)B(O)OC3)c(Cl)c1. Reaction SMILES: [CH3:37][CH2:38][O:39][C:40]([CH3:41])=[O:42].[CH3:43][S:44]([CH3:45])=[O:46].[Cl:27][c:28]1[cH:29][c:30]([C:35]#[N:36])[cH:31][cH:32][c:33]1[F:34].[F:1][c:2]1[cH:3][c:4]([C:5]#[N:6])[cH:7][cH:8][c:9]1[O:10][c:11]1[cH:12][cH:13][c:14]2[c:15]([cH:20]1)[B:16]([OH:19])[O:17][CH2:18]2.[K+:21].[K+:22].[O-:23][C:24]([O-:25])=[O:26]>>[c:2]1([Cl:27])[cH:3][c:4]([C:5]#[N:6])[cH:7][cH:8][c:9]1[O:10][c:11]1[cH:12][cH:13][c:14]2[c:15]([cH:20]1)[B:16]([OH:19])[O:17][CH2:18]2.